This data is from the Open Reaction Database (ORD), a public repository of structured organic reaction records. The task is: describe an organic reaction: reactants, conditions, products, and yield Reactants: FC1=C(C=CC=C1)C(C[N+](=O)[O-])C1=CNC2=CC(=CC=C12)C(=O)N1CCOCC1 ((3-(1-(2-fluorophenyl)-2-nitroethyl)-1H-indol-6-yl)(morpholino)methanone). Reagents/catalysts: [Ni] (Ni). Solvent: CO (MeOH). Conditions: time 3 hour. The product is NCC(C1=C(C=CC=C1)F)C1=CNC2=CC(=CC=C12)C(=O)N1CCOCC1 ((3-(2-Amino-1-(2-fluorophenyl)ethyl)-1H-indol-6-yl)(morpholino)methanone). Yield: 64.7%. Reaction SMILES: [F:1][C:2]1[CH:7]=[CH:6][CH:5]=[CH:4][C:3]=1[CH:8]([C:13]1[C:21]2[C:16](=[CH:17][C:18]([C:22]([N:24]3[CH2:29][CH2:28][O:27][CH2:26][CH2:25]3)=[O:23])=[CH:19][CH:20]=2)[NH:15][CH:14]=1)[CH2:9][N+:10]([O-])=O>CO.[Ni]>[NH2:10][CH2:9][CH:8]([C:13]1[C:21]2[C:16](=[CH:17][C:18]([C:22]([N:24]3[CH2:25][CH2:26][O:27][CH2:28][CH2:29]3)=[O:23])=[CH:19][CH:20]=2)[NH:15][CH:14]=1)[C:3]1[CH:4]=[CH:5][CH:6]=[CH:7][C:2]=1[F:1]. Procedure details: To a spatula full of Raney-Ni in a Parr tube was added a solution of (3-(1-(2-fluorophenyl)-2-nitroethyl)-1H-indol-6-yl)(morpholino)methanone (0.3659 g, 0.921 mmol) in MeOH (30.7 mL). The reaction was shaken under hydrogenation at 53 psi for 3 hr. After flushing with nitrogen, the mixture was filtered through a pad of CELITE® and rinsed with MeOH. The filtrate was concentrated in vacuo to give the desired product (0.270 g, 0.596 mmol, 64.7% yield).